From a dataset of the Open Reaction Database (ORD), a public repository of structured organic reaction records. describe an organic reaction: reactants, conditions, products, and yield As a reaction SMILES: [O:1]1[C:5]2[CH:6]=[CH:7][CH:8]=[CH:9][C:4]=2[N:3]=[C:2]1[N:10]([CH2:12][CH2:13][O:14][C:15]1[CH:20]=[CH:19][C:18]([CH2:21][CH:22]([O:26][CH2:27][CH3:28])[C:23]([NH2:25])=O)=[CH:17][CH:16]=1)[CH3:11].COC1C=CC(P2(SP(C3C=CC(OC)=CC=3)(=S)S2)=[S:38])=CC=1.O>C1(C)C=CC=CC=1>[O:1]1[C:5]2[CH:6]=[CH:7][CH:8]=[CH:9][C:4]=2[N:3]=[C:2]1[N:10]([CH2:12][CH2:13][O:14][C:15]1[CH:20]=[CH:19][C:18]([CH2:21][CH:22]([O:26][CH2:27][CH3:28])[C:23]([NH2:25])=[S:38])=[CH:17][CH:16]=1)[CH3:11]. Reactants: O1C(=NC2=C1C=CC=C2)N(C)CCOC2=CC=C(C=C2)CC(C(=O)N)OCC (3-[4-[2-[N-(2-Benzoxazolyl)-N-methylamino]ethoxy]phenyl]-2-ethoxypropanamide), COC=1C=CC(=CC1)P2(=S)SP(=S)(S2)C=3C=CC(=CC3)OC (Lawesson's reagent), O (water). Run in C1(=CC=CC=C1)C (toluene). Procedure: 3-[4-[2-[N-(2-Benzoxazolyl)-N-methylamino]ethoxy]phenyl]-2-ethoxypropanamide (428 mg, 1.1 mmol) was suspended in toluene and Lawesson's reagent (1.1 eq) added. After 3 h at refluxed the suspension was cooled and poured into water. After extraction with chloroform (×3) the extracts were washed with aqueous ammonia, dried and concentrated. Chromatography (methanol/dichloromethane) gave the product as a white solid m.p.=46°48° C. Yields the product O1C(=NC2=C1C=CC=C2)N(C)CCOC2=CC=C(C=C2)CC(C(=S)N)OCC (3-[4-[2-[N-(2-Benzoxazolyl)-N-methylamino]ethoxy]phenyl]-2-ethoxythiopropanamide).